Dataset: the Open Reaction Database (ORD), a public repository of structured organic reaction records. Task: describe an organic reaction: reactants, conditions, products, and yield The reactants are [N+](=O)([O-])C1=C(CNC=2C=3N(C=CC2)C(=C(N3)C)Cl)C(=CC=C1)C (8-(2-nitro-6-methylbenzylamino)-3-chloro-2-methylimidazo[1,2-a]pyridine), Cl (hydrochloric acid). Reagents/catalysts: [Pt] (platinum-on-carbon). Run in CO (methanol), O1CCOCC1 (dioxane). Conditions: time 2 hour. Product: Cl.NC1=C(CNC=2C=3N(C=CC2)C(=C(N3)C)Cl)C(=CC=C1)C (8-(2-Amino-6-methylbenzylamino)-3-chloro-2-methylimidazo[1,2-a]pyridine hydrochloride). The yield is 164.1%. Reaction SMILES: [N+:1]([C:4]1[CH:22]=[CH:21][CH:20]=[C:19]([CH3:23])[C:5]=1[CH2:6][NH:7][C:8]1[C:9]2[N:10]([C:14]([Cl:18])=[C:15]([CH3:17])[N:16]=2)[CH:11]=[CH:12][CH:13]=1)([O-])=O.Cl>CO.O1CCOCC1.[Pt]>[ClH:18].[NH2:1][C:4]1[CH:22]=[CH:21][CH:20]=[C:19]([CH3:23])[C:5]=1[CH2:6][NH:7][C:8]1[C:9]2[N:10]([C:14]([Cl:18])=[C:15]([CH3:17])[N:16]=2)[CH:11]=[CH:12][CH:13]=1 |f:5.6|. Reported procedure: A solution of 8-(2-nitro-6-methylbenzylamino)-3-chloro-2-methylimidazo[1,2-a]pyridine (2.0 g, 6 mmol) in methanol (175 ml) and dioxane (175 ml) is treated with platinum-on-carbon catalyst (5% strength) and hydrogenated at RT under atmospheric pressure for 2 h. After 2 h, 2N hydrochloric acid (5 ml) is added and the mixture is hydrogenated under the same conditions again for 1 h. The catalyst is then filtered off, the filtrate is adjusted to pH 8.5 using 2N sodium hydroxide solution and the solve... The reactants are ClCC=1SC=C(N1)C (2-chloromethyl-4-methylthiazole), Cl.NCCS (cysteamine hydrochloride), strong base, C[O-].[Na+] (sodium methoxide), amine, C(#N)N=C(SC)SC (dimethyl cyanodithioimidocarbonate). Product: C(#N)NC(SC)=NCCSCC=1SC=C(N1)C (N-cyano-N'-{2-[(4-methylthiazol-2-yl)methylthio]ethyl}-S-methylisothiourea). RXN SMILES: Cl[CH2:2][C:3]1[S:4][CH:5]=[C:6]([CH3:8])[N:7]=1.Cl.[NH2:10][CH2:11][CH2:12][SH:13].C[O-].[Na+].[C:17]([N:19]=[C:20](SC)[S:21][CH3:22])#[N:18]>>[C:17]([NH:19][C:20](=[N:10][CH2:11][CH2:12][S:13][CH2:2][C:3]1[S:4][CH:5]=[C:6]([CH3:8])[N:7]=1)[S:21][CH3:22])#[N:18] |f:1.2,3.4|. Procedure: When 2-chloromethyl-4-methylthiazole [prepared from 2-hydroxymethyl-4-methylthiazole and thionyl chloride] is reacted with cysteamine hydrochloride and about two equivalents of a strong base such as sodium methoxide and the resultant amine treated with dimethyl cyanodithioimidocarbonate there is produced N-cyano-N'-{2-[(4-methylthiazol-2-yl)methylthio]ethyl}-S-methylisothiourea. When the latter compound is reacted with propargylamine according to the general procedure of Example 4, there is prod...